This data is from the Open Reaction Database (ORD), a public repository of structured organic reaction records. The task is: describe an organic reaction: reactants, conditions, products, and yield Starting materials: O=C([O-])[O-], COc1ccccc1N1CCNCC1, CN(C)C=O, O=c1[nH]c2ccccc2c(=O)n1CCCl, [I-], [K+], [K+], [Na+], O. Product: COc1ccccc1N1CCN(CCn2c(=O)[nH]c3ccccc3c2=O)CC1. RXN SMILES: [C:32](=[O:33])([O-:34])[O-:35].[CH3:16][O:17][c:18]1[c:19]([N:24]2[CH2:25][CH2:26][NH:27][CH2:28][CH2:29]2)[cH:20][cH:21][cH:22][cH:23]1.[CH3:38][N:39]([CH3:40])[CH:41]=[O:42].[Cl:1][CH2:2][CH2:3][n:4]1[c:5](=[O:15])[nH:6][c:7]2[cH:8][cH:9][cH:10][cH:11][c:12]2[c:13]1=[O:14].[I-:31].[K+:36].[K+:37].[Na+:30].[OH2:43]>>[CH2:2]([CH2:3][n:4]1[c:5](=[O:15])[nH:6][c:7]2[cH:8][cH:9][cH:10][cH:11][c:12]2[c:13]1=[O:14])[N:27]1[CH2:26][CH2:25][N:24]([c:19]2[c:18]([O:17][CH3:16])[cH:23][cH:22][cH:21][cH:20]2)[CH2:29][CH2:28]1. Reactants: C1COCCO1, CO, [Na+], [OH-], COC(=O)c1cccc(CN2c3ccccc3CCc3ccccc32)c1. Product: O=C(O)c1cccc(CN2c3ccccc3CCc3ccccc32)c1. As a reaction SMILES: [CH2:29]1[O:30][CH2:31][CH2:32][O:33][CH2:34]1.[CH3:35][OH:36].[Na+:2].[OH-:1].[cH:3]1[cH:4][cH:5][cH:6][c:7]2[c:13]1[CH2:12][CH2:11][c:10]1[c:9]([cH:17][cH:16][cH:15][cH:14]1)[N:8]2[CH2:18][c:19]1[cH:20][c:21]([C:22](=[O:23])[O:24][CH3:25])[cH:26][cH:27][cH:28]1>>[cH:3]1[cH:4][cH:5][cH:6][c:7]2[c:13]1[CH2:12][CH2:11][c:10]1[c:9]([cH:17][cH:16][cH:15][cH:14]1)[N:8]2[CH2:18][c:19]1[cH:20][c:21]([C:22](=[O:23])[OH:24])[cH:26][cH:27][cH:28]1. The reactants are C(C)(C)(C)OC(COCCCCN(C)C1=NC(=C(N=C1C)C1=CC=CC=C1)C1=CC=CC=C1)=O (2-{4-[N-(5,6-diphenyl-3-methylpyrazin-2-yl)-N-methylamino]butyloxy}acetic acid tert-butyl ester), C1(=CC=CC=C1)C=1N=C(C(=NC1C1=CC=CC=C1)N(C)CCCCOCC(=O)O)C (2-{4-[N-(5,6-diphenyl-3-methylpyrazin-2-yl)-N-methylamino]butyloxy}acetic acid), [OH-].[Na+] (sodium hydroxide). The product is [Na+].C1(=CC=CC=C1)C=1N=C(C(=NC1C1=CC=CC=C1)N(C)CCCCOCC(=O)[O-])C (2-{4-[N-(5,6-diphenyl-3-methylpyrazin-2-yl)-N-methylamino]butyloxy}acetic acid sodium salt). Reaction SMILES: C([O:5][C:6](=[O:34])[CH2:7][O:8][CH2:9][CH2:10][CH2:11][CH2:12][N:13]([C:15]1[C:20]([CH3:21])=[N:19][C:18]([C:22]2[CH:27]=[CH:26][CH:25]=[CH:24][CH:23]=2)=[C:17]([C:28]2[CH:33]=[CH:32][CH:31]=[CH:30][CH:29]=2)[N:16]=1)[CH3:14])(C)(C)C.C1(C2N=C(C)C(N(CCCCOCC(O)=O)C)=NC=2C2C=CC=CC=2)C=CC=CC=1.[OH-].[Na+:66]>>[Na+:66].[C:22]1([C:18]2[N:19]=[C:20]([CH3:21])[C:15]([N:13]([CH2:12][CH2:11][CH2:10][CH2:9][O:8][CH2:7][C:6]([O-:34])=[O:5])[CH3:14])=[N:16][C:17]=2[C:28]2[CH:33]=[CH:32][CH:31]=[CH:30][CH:29]=2)[CH:23]=[CH:24][CH:25]=[CH:26][CH:27]=1 |f:2.3,4.5|. Procedure details: After 2-{4-[N-(5,6-diphenyl-3-methylpyrazin-2-yl)-N-methylamino]butyloxy}acetic acid tert-butyl ester was hydrolyzed in the same manner as in Example 42, the resulting 2-{4-[N-(5,6-diphenyl-3-methylpyrazin-2-yl)-N-methylamino]butyloxy}acetic acid was treated with the same amount of 1N sodium hydroxide solution to obtain the desired compound as a brownish amorphous.